Task: describe an organic reaction: reactants, conditions, products, and yield. Dataset: the Open Reaction Database (ORD), a public repository of structured organic reaction records The reactants are CC(C)(C)S(=O)N[C@@H](C)[C@@H]1[C@H](C1)C (2-methyl-N-{(1S)-1-[(1S,2S)-2-methylcyclopropyl]ethyl}propane-2-sulfinamide), CC(C)(C)S(=O)/N=C/[C@@H]1[C@H](C1)C (2-methyl-N-{(1E)-[(1S,2S)-2-methylcyclopropyl]methylidene}propane-2-sulfinamide), C[Mg]Br (methylmagnesium bromide), CCOCC (Et2O). Run in C(Cl)Cl (CH2Cl2). Conditions: time 2 hour. Product: CCC(C)S(=O)N[C@@H](C)[C@@H]1[C@H](C1)C (methyl-N-{(1S)-1-[(1S,2S)-2-methylcyclopropyl]ethyl}propane-2-sulfinamide). As a reaction SMILES: C[C:2]([S:5]([NH:7][C@H:8]([C@H:10]1[CH2:12][C@@H:11]1[CH3:13])[CH3:9])=[O:6])([CH3:4])[CH3:3].[CH3:14]C(S(/N=C/[C@H]1C[C@@H]1C)=O)(C)C.C[Mg]Br.CCOCC>C(Cl)Cl>[CH3:14][CH2:4][CH:2]([S:5]([NH:7][C@H:8]([C@H:10]1[CH2:12][C@@H:11]1[CH3:13])[CH3:9])=[O:6])[CH3:3]. Procedure: (2E)-1,1-diethoxybut-2-ene Crotonaldehyde (23.64 mL, 285.35 mmol), triethyl orthoformate (57.02 mL, 342.42 mmol) and ammonium nitrate (2.28 g, 28.54 mmol) were combined in 60 mL EtOH. After 22 h at ambient temperature, the reaction was diluted with EtOAc (60 mL) and washed with saturated sodium bicarbonate solution (40 mL). The aqueous layer was back extracted with EtOAc (20 mL). The combined organics were washed with brine (40 mL), dried over Na2SO4, filtered and concentrated in vacuo to give 3...